From a dataset of the Open Reaction Database (ORD), a public repository of structured organic reaction records. describe an organic reaction: reactants, conditions, products, and yield Reactants: CC(=O)N(c1ccccc1)C1CC(C)N(Cc2ccccc2)c2ccccc21, CCO, O=C[O-], [NH4+]. Product: CC(=O)N(c1ccccc1)C1CC(C)Nc2ccccc21. RXN SMILES: [CH2:1]([c:2]1[cH:3][cH:4][cH:5][cH:6][cH:7]1)[N:8]1[CH:9]([CH3:28])[CH2:10][CH:11]([N:18]([C:19]([CH3:20])=[O:21])[c:22]2[cH:23][cH:24][cH:25][cH:26][cH:27]2)[c:12]2[cH:13][cH:14][cH:15][cH:16][c:17]21.[CH3:33][CH2:34][OH:35].[CH:29]([O-:30])=[O:31].[NH4+:32]>>[NH:8]1[CH:9]([CH3:28])[CH2:10][CH:11]([N:18]([C:19]([CH3:20])=[O:21])[c:22]2[cH:23][cH:24][cH:25][cH:26][cH:27]2)[c:12]2[cH:13][cH:14][cH:15][cH:16][c:17]21. Starting materials: CCOC(=O)CBr, O=C([O-])[O-], CCC(C)=O, CN(C)C=O, CCCc1cc2cc(O)c(Cl)c(Cl)c2s1, [K+], [K+]. The product is CCCc1cc2cc(OCC(=O)OCC)c(Cl)c(Cl)c2s1. RXN SMILES: [Br:16][CH2:17][C:18](=[O:19])[O:20][CH2:21][CH3:22].[C:23](=[O:24])([O-:25])[O-:26].[CH3:29][C:30](=[O:31])[CH2:32][CH3:33].[CH3:34][N:35]([CH3:36])[CH:37]=[O:38].[Cl:1][c:2]1[c:3]([OH:15])[cH:4][c:5]2[c:6]([s:7][c:8]([CH2:10][CH2:11][CH3:12])[cH:9]2)[c:13]1[Cl:14].[K+:27].[K+:28]>>[Cl:1][c:2]1[c:3]([O:15][CH2:17][C:18](=[O:19])[O:20][CH2:21][CH3:22])[cH:4][c:5]2[c:6]([s:7][c:8]([CH2:10][CH2:11][CH3:12])[cH:9]2)[c:13]1[Cl:14].